describe an organic reaction: reactants, conditions, products, and yield From a dataset of the Open Reaction Database (ORD), a public repository of structured organic reaction records. Reactants: S(=O)([O-])[O-].[Na+].[Na+] (sodium sulfite), [OH-].[Na+] (sodium hydroxide), FC1=CC=C(C=C1)SC1CN(CCC1)S(=O)(=O)C1=CC=C(C=C1)C (3-[(4-fluorophenyl)thio]-1-[(4-methylphenyl)sulfonyl]piperidine), ClC=1C=C(C(=O)OO)C=CC1 (meta-chloroperoxybenzoic acid). Solvent: O (water), C(Cl)Cl (methylene chloride). Conditions: time 2 hour. The product is FC1=CC=C(C=C1)S(=O)(=O)C1CN(CCC1)S(=O)(=O)C1=CC=C(C=C1)C (3-[(4-Fluorophenyl)sulfonyl]-1-[(4-methylphenyl)sulfonyl]piperidine). As a reaction SMILES: [F:1][C:2]1[CH:7]=[CH:6][C:5]([S:8][CH:9]2[CH2:14][CH2:13][CH2:12][N:11]([S:15]([C:18]3[CH:23]=[CH:22][C:21]([CH3:24])=[CH:20][CH:19]=3)(=[O:17])=[O:16])[CH2:10]2)=[CH:4][CH:3]=1.ClC1C=C(C=CC=1)C(OO)=[O:30].S([O-])([O-])=O.[Na+].[Na+].[OH-:42].[Na+]>C(Cl)Cl.O>[F:1][C:2]1[CH:3]=[CH:4][C:5]([S:8]([CH:9]2[CH2:14][CH2:13][CH2:12][N:11]([S:15]([C:18]3[CH:19]=[CH:20][C:21]([CH3:24])=[CH:22][CH:23]=3)(=[O:17])=[O:16])[CH2:10]2)(=[O:30])=[O:42])=[CH:6][CH:7]=1 |f:2.3.4,5.6|. Procedure details: A solution of 3-[(4-fluorophenyl)thio]-1-[(4-methylphenyl)sulfonyl]piperidine and excess meta-chloroperoxybenzoic acid in methylene chloride was stirred at room temperature overnight. An excess of sodium sulfite and water was added and the mixture was stirred for 2 hr. An excess of sodium hydroxide was added. The methylene chloride phase was extracted with several portions of dilute aqueous sodium hydroxide, dried over magnesium sulfate and the solvent removed in vacuo to give an oil. The oil wa...